This data is from the Open Reaction Database (ORD), a public repository of structured organic reaction records. The task is: describe an organic reaction: reactants, conditions, products, and yield Reactants: CS(=O)C (dimethyl sulfoxide), C(C)(C)(C)OC(=O)N1CCNCC1 (tert-butyl-1-piperazine carboxylate), C(C)(C)N(C(C)C)CC (N,N-diisopropylethylamine), COC(=O)C1=COC(=N1)CCl (methyl (2-chloromethyl)oxazole-4-carboxylate). Run in C(C)(=O)OCC (ethyl acetate). Run at time 8 hour. Yields the product COC(=O)C=1N=C(OC1)CN1CCN(CC1)C(=O)OC(C)(C)C (tert-butyl 4-((4-(methoxycarbonyl)oxazol-2-yl)methyl)piperazine-1-carboxylate). As a reaction SMILES: CS(C)=O.[C:5]([O:9][C:10]([N:12]1[CH2:17][CH2:16][NH:15][CH2:14][CH2:13]1)=[O:11])([CH3:8])([CH3:7])[CH3:6].C(N(CC)C(C)C)(C)C.[CH3:27][O:28][C:29]([C:31]1[N:35]=[C:34]([CH2:36]Cl)[O:33][CH:32]=1)=[O:30]>C(OCC)(=O)C>[CH3:27][O:28][C:29]([C:31]1[N:35]=[C:34]([CH2:36][N:15]2[CH2:16][CH2:17][N:12]([C:10]([O:9][C:5]([CH3:8])([CH3:6])[CH3:7])=[O:11])[CH2:13][CH2:14]2)[O:33][CH:32]=1)=[O:30]. Procedure details: A dimethyl sulfoxide (10 mL) solution of tert-butyl-1-piperazine carboxylate (1.06 g, 5.70 mmol) and N,N-diisopropylethylamine (2.98 mL, 17.1 mmol) was treated at room temperature with methyl (2-chloromethyl)oxazole-4-carboxylate (1.0 g, 5.70 mmol; portion-wise addition) and stirred overnight. The mixture was diluted with ethyl acetate and washed with saturated aqueous sodium chloride. The organic layer was dried on magnesium sulfate, filtered and concentrated to give the intermediate tert-butyl... The reactants are EtOAc hexanes, acid chloride, ClC1=C(C=CC=C1)CS(=O)(=O)C1=CC=C(C=C1)[N+](=O)[O-] (1-chloro-2-(((4-nitrophenyl)sulfonyl)methyl)benzene), CCOC(=O)C (EtOAc). Reagents/catalysts: [Pd] (Pd/C). Run at time 12 hour. Product: ClC1=C(CS(=O)(=O)C2=CC=C(C=C2)NC(C2=NC=CC=C2)=O)C=CC=C1 (N-(4-((2-chlorobenzyl)sulfonyl)phenyl)picolinamide). RXN SMILES: [Cl:1][C:2]1[CH:7]=[CH:6][CH:5]=[CH:4][C:3]=1[CH2:8][S:9]([C:12]1[CH:17]=[CH:16][C:15]([N+:18]([O-])=O)=[CH:14][CH:13]=1)(=[O:11])=[O:10].CCO[C:24]([CH3:26])=[O:25]>[Pd]>[Cl:1][C:2]1[CH:7]=[CH:6][CH:5]=[CH:4][C:3]=1[CH2:8][S:9]([C:12]1[CH:17]=[CH:16][C:15]([NH:18][C:24](=[O:25])[C:26]2[CH:12]=[CH:13][CH:14]=[CH:15][N:18]=2)=[CH:14][CH:13]=1)(=[O:11])=[O:10]. Procedure: To a solution of 2-chlorobenzyl)(4-nitrophenyl)sulfane (1.0 equivalent) in DCM at 0° C. was added m-CPBA (3.0 equivalents). After 30 min, the ice bath was removed. The reaction was followed by thin liquid chromatography (TLC). The reaction was added to DCM:NaHCO3 (sat'd) (1:1) and the organic layer was separated. After washing the organic layer with water (2×) and brine, it was dried (MgSO4), filtered and concentrated to provide 1-chloro-2-(((4-nitrophenyl)sulfonyl)methyl)benzene. Analytical: Rf...